From a dataset of the Open Reaction Database (ORD), a public repository of structured organic reaction records. describe an organic reaction: reactants, conditions, products, and yield Starting materials: NC=1C=CC(=C(C1)O)OC (5-amino-2-methoxyphenol), [H-].[Na+] (sodium hydride), C1(CCCC1)Br (cyclopentyl bromide). The reagents and catalysts are [I-].[K+] (potassium iodide). Solvent: O1CCOCC1 (dioxane), CN(C=O)C (dimethylformamide). Reaction conditions: temperature 60 celsius. Yields the product C1(CCCC1)OC=1C=C(N)C=CC1OC (3-cyclopentyloxy-4-methoxyaniline). Reaction SMILES: [NH2:1][C:2]1[CH:3]=[CH:4][C:5]([O:9][CH3:10])=[C:6]([OH:8])[CH:7]=1.[H-].[Na+].[CH:13]1(Br)[CH2:17][CH2:16][CH2:15][CH2:14]1>O1CCOCC1.CN(C)C=O.[I-].[K+]>[CH:13]1([O:8][C:6]2[CH:7]=[C:2]([CH:3]=[CH:4][C:5]=2[O:9][CH3:10])[NH2:1])[CH2:17][CH2:16][CH2:15][CH2:14]1 |f:1.2,6.7|. Procedure: A stirred solution of 5-amino-2-methoxyphenol (10 g) in dry dioxane (150 mL) is treated portionwise with an oil suspension of sodium hydride (60%; 3 g; 75 mmol) and the mixture is then warmed at 60° C. for 30 minutes. It is then treated dropwise with a solution of cyclopentyl bromide (9.2 mL) and potassium iodide (50 mg) in dry dimethylformamide (20 mL) and heated at reflux for 5 hours. The mixture is then concentrated and the residue is treated with ethyl acetate (200 mL) and water (200 mL). Th...